Dataset: the Open Reaction Database (ORD), a public repository of structured organic reaction records. Task: describe an organic reaction: reactants, conditions, products, and yield Starting materials: [Br-], C1CCOC1, CON(C)C(=O)c1ccc(C(F)(F)F)cc1, [Mg+]C1CCCC1, Cl, N#N. Product: O=C(c1ccc(C(F)(F)F)cc1)C1CCCC1. RXN SMILES: [Br-:17].[CH2:27]1[O:28][CH2:29][CH2:30][CH2:31]1.[CH3:1][O:2][N:3]([C:4]([c:5]1[cH:6][cH:7][c:8]([C:11]([F:12])([F:13])[F:14])[cH:9][cH:10]1)=[O:15])[CH3:16].[CH:18]1([Mg+:23])[CH2:19][CH2:20][CH2:21][CH2:22]1.[ClH:26].[N:24]#[N:25]>>[C:4]([c:5]1[cH:6][cH:7][c:8]([C:11]([F:12])([F:13])[F:14])[cH:9][cH:10]1)(=[O:15])[CH:18]1[CH2:19][CH2:20][CH2:21][CH2:22]1. Starting materials: [BH4-], O=C(NC(Cc1ccccc1)C(=O)O)OCc1ccccc1, CO, CC(=O)Cl, [Na+], C1CCOC1. Product: O=C(NC(Cc1ccccc1)C(O)CCl)OCc1ccccc1. RXN SMILES: [BH4-:27].[CH2:5]([c:6]1[cH:7][cH:8][cH:9][cH:10][cH:11]1)[O:12][C:13](=[O:14])[NH:15][CH:16]([CH2:17][c:18]1[cH:19][cH:20][cH:21][cH:22][cH:23]1)[C:24](=[O:25])[OH:26].[CH3:29][OH:30].[Cl:1][C:2]([CH3:3])=[O:4].[Na+:28].[O:31]1[CH2:32][CH2:33][CH2:34][CH2:35]1>>[Cl:1][CH2:2][CH:24]([CH:16]([NH:15][C:13]([O:12][CH2:5][c:6]1[cH:7][cH:8][cH:9][cH:10][cH:11]1)=[O:14])[CH2:17][c:18]1[cH:19][cH:20][cH:21][cH:22][cH:23]1)[OH:26].